This data is from the Open Reaction Database (ORD), a public repository of structured organic reaction records. The task is: describe an organic reaction: reactants, conditions, products, and yield The reactants are C(C)(=O)N1N=C2C3=C(CC[C@@H]2[C@@H]1C1=CC=C(C=C1)O)C=CC(=C3)OC ((3R,3aR)-rel-2-acetyl-3,3a,4,5-tetrahydro-3-(4-hydroxyphenyl)-8-methoxy-2H-benz[g]indazole), B(Br)(Br)Br (BBr3), ice, Cl (HCl). Run in ClCCl (dichloromethane). Conditions: time 1 hour. The product is C(C)(=O)N1N=C2C3=C(CC[C@@H]2[C@@H]1C1=CC=C(C=C1)O)C=CC(=C3)O ((3R,3aR)-rel-2-acetyl-3,3a,4,5-tetrahydro-3-(4-hydroxyphenyl)-8-hydroxy-2H-benz[g]indazole). RXN SMILES: [C:1]([N:4]1[C@@H:12]([C:13]2[CH:18]=[CH:17][C:16]([OH:19])=[CH:15][CH:14]=2)[C@@H:11]2[C:6]([C:7]3[CH:23]=[C:22]([O:24]C)[CH:21]=[CH:20][C:8]=3[CH2:9][CH2:10]2)=[N:5]1)(=[O:3])[CH3:2].B(Br)(Br)Br.Cl>ClCCl>[C:1]([N:4]1[C@@H:12]([C:13]2[CH:18]=[CH:17][C:16]([OH:19])=[CH:15][CH:14]=2)[C@@H:11]2[C:6]([C:7]3[CH:23]=[C:22]([OH:24])[CH:21]=[CH:20][C:8]=3[CH2:9][CH2:10]2)=[N:5]1)(=[O:3])[CH3:2]. Procedure details: To a solution of (175) (0.100 g, 0.28 mmol) under an argon atmosphere in dichloromethane (5 mL) was added BBr3 (1.0 mL, 1.0 M solution in dichloromethane) at −78° C. The reaction mixture was stirred at room temperature for 1 h and then poured into an ice cold solution of HCl (1.0 N). The mixture was extracted in ethyl acetate. The organic layer was washed with water, dried over anhydrous Na2SO4, filtered and concentrated. The solid obtained was recrystallized from ethyl acetate to give (176): (6... RXN SMILES: [CH3:32][O:33][C:34](=[O:35])[c:36]1[cH:37][cH:38][c:39]([B:42]([OH:43])[OH:44])[cH:40][cH:41]1.[CH3:51][O:52][CH2:53][CH2:54][O:55][CH3:56].[Cl:1][c:2]1[cH:3][c:4]([O:24][S:25]([C:26]([F:27])([F:28])[F:29])(=[O:30])=[O:31])[cH:5][c:6]([Cl:23])[c:7]1[CH2:8][CH:9]1[C:10](=[O:22])[N:11]([CH:14]2[CH2:15][CH2:16][C:17]([F:20])([F:21])[CH2:18][CH2:19]2)[CH2:12][CH2:13]1.[K+:45].[K+:46].[O-:47][C:48]([O-:49])=[O:50].[cH:57]1[cH:58][cH:59][c:60]([P:61]([Pd:62]([P:63]([c:64]2[cH:65][cH:66][cH:67][cH:68][cH:69]2)([c:70]2[cH:71][cH:72][cH:73][cH:74][cH:75]2)[c:76]2[cH:77][cH:78][cH:79][cH:80][cH:81]2)([P:82]([c:83]2[cH:84][cH:85][cH:86][cH:87][cH:88]2)([c:89]2[cH:90][cH:91][cH:92][cH:93][cH:94]2)[c:95]2[cH:96][cH:97][cH:98][cH:99][cH:100]2)[P:101]([c:102]2[cH:103][cH:104][cH:105][cH:106][cH:107]2)([c:108]2[cH:109][cH:110][cH:111][cH:112][cH:113]2)[c:114]2[cH:115][cH:116][cH:117][cH:118][cH:119]2)([c:120]2[cH:121][cH:122][cH:123][cH:124][cH:125]2)[c:126]2[cH:127][cH:128][cH:129][cH:130][cH:131]2)[cH:132][cH:133]1>>[Cl:1][c:2]1[cH:3][c:4](-[c:39]2[cH:38][cH:37][c:36]([C:34]([O:33][CH3:32])=[O:35])[cH:41][cH:40]2)[cH:5][c:6]([Cl:23])[c:7]1[CH2:8][CH:9]1[C:10](=[O:22])[N:11]([CH:14]2[CH2:15][CH2:16][C:17]([F:20])([F:21])[CH2:18][CH2:19]2)[CH2:12][CH2:13]1. Starting materials: COC(=O)c1ccc(B(O)O)cc1, COCCOC, O=C1C(Cc2c(Cl)cc(OS(=O)(=O)C(F)(F)F)cc2Cl)CCN1C1CCC(F)(F)CC1, [K+], [K+], O=C([O-])[O-], c1ccc(P(c2ccccc2)(c2ccccc2)[Pd](P(c2ccccc2)(c2ccccc2)c2ccccc2)(P(c2ccccc2)(c2ccccc2)c2ccccc2)P(c2ccccc2)(c2ccccc2)c2ccccc2)cc1. The product is COC(=O)c1ccc(-c2cc(Cl)c(CC3CCN(C4CCC(F)(F)CC4)C3=O)c(Cl)c2)cc1. The reactants are FC=1C=CC(=C(C#N)C1)OC1=CC2=C(C(=NO2)C)C=C1 (5-fluoro-2-(3-methyl-benzo[d]isoxazol-6-yloxy)-benzonitrile), [H-].[Al+3].[Li+].[H-].[H-].[H-] (lithium aluminum hydride). The solvent is C1CCOC1 (THF), C1CCOC1 (THF). Run at temperature 0 celsius. The product is FC=1C=CC(=C(CN)C1)OC1=CC2=C(C(=NO2)C)C=C1 (5-fluoro-2-(3-methyl-benzo[d]isoxazol-6-yloxy)-benzylamine). Isolated yield 78.2%. Reaction SMILES: [F:1][C:2]1[CH:3]=[CH:4][C:5]([O:10][C:11]2[CH:20]=[CH:19][C:14]3[C:15]([CH3:18])=[N:16][O:17][C:13]=3[CH:12]=2)=[C:6]([CH:9]=1)[C:7]#[N:8].[H-].[Al+3].[Li+].[H-].[H-].[H-]>C1COCC1>[F:1][C:2]1[CH:3]=[CH:4][C:5]([O:10][C:11]2[CH:20]=[CH:19][C:14]3[C:15]([CH3:18])=[N:16][O:17][C:13]=3[CH:12]=2)=[C:6]([CH:9]=1)[CH2:7][NH2:8] |f:1.2.3.4.5.6|. Procedure: 5-fluoro-2-(3-methyl-benzo[d]isoxazol-6-yloxy)-benzonitrile (3v) (84 mg, 0.31 mmol; prepared as described in Example 108) was dissolved in THF (3 mL) and cooled to 0° C. A solution of lithium aluminum hydride in THF (0.35 mL, 0.35 mmol) was added slowly and the reaction was allowed to warm to room temperature. After 1 hour the reaction was quenched by the portion-wise addition of sodium sulfate decahydrate at 0° C. until gas evolution ceased. THF was added and the mixture was filtered through ce... Reactants: C1CCOC1, CO, Cl, [Li+], [OH-], O, CCOC(=O)c1cnc2cc(-c3cc[nH]n3)ccn12. Product: O=C(O)c1cnc2cc(-c3cc[nH]n3)ccn12. Reaction SMILES: [CH2:23]1[O:24][CH2:25][CH2:26][CH2:27]1.[CH3:28][OH:29].[ClH:22].[Li+:21].[OH-:20].[OH2:30].[nH:1]1[n:2][c:3](-[c:6]2[cH:7][c:8]3[n:9]([cH:10][cH:11]2)[c:12]([C:15](=[O:16])[O:17][CH2:18][CH3:19])[cH:13][n:14]3)[cH:4][cH:5]1>>[nH:1]1[n:2][c:3](-[c:6]2[cH:7][c:8]3[n:9]([cH:10][cH:11]2)[c:12]([C:15](=[O:16])[OH:17])[cH:13][n:14]3)[cH:4][cH:5]1. The reactants are BrN1C(CCC1=O)=O (N-bromosuccinimide), FC1=C(N)C(=CC=C1)C (2-fluoro-6-methylaniline), O (water). The solvent is CN(C=O)C (N,N-dimethylformamide), [Cl-].[Na+].O (brine). Reaction conditions: time 10 minute. The product is BrC1=CC(=C(N)C(=C1)C)F (4-bromo-2-fluoro-6-methylaniline). Reaction SMILES: [F:1][C:2]1[CH:8]=[CH:7][CH:6]=[C:5]([CH3:9])[C:3]=1[NH2:4].[Br:10]N1C(=O)CCC1=O.O>CN(C)C=O.[Cl-].[Na+].O>[Br:10][C:7]1[CH:6]=[C:5]([CH3:9])[C:3]([NH2:4])=[C:2]([F:1])[CH:8]=1 |f:4.5.6|. Procedure: A solution of crude 2-fluoro-6-methylaniline from step 3 (about 32 mmol) in anhydrous N,N-dimethylformamide (100 mL) was cooled in an ice bath, placed under a nitrogen atmosphere, treated with N-bromosuccinimide (5.7 g, 32 mmol), and then stirred at room temperature for 10 minutes. The reaction mixture was poured into a water solution of diluted brine and extracted with EtOAc. The organic extracts were washed with diluted brine three times, dried over MgSO4, filtered through a pad of silica, and... Starting materials: CCc1nc(NC2CCCc3ccc(OC)cc32)c(CC)nc1Br, CCc1nc(-c2ccc(Cl)cc2Cl)c(CC)nc1NC1c2ccccc2CC1O. The product is CCc1nc(-c2ccc(Cl)cc2Cl)c(CC)nc1NC1CCCc2ccc(OC)cc21. As a reaction SMILES: [Br:30][c:31]1[n:32][c:33]([CH2:34][CH3:35])[c:36]([NH:37][CH:40]2[CH2:41][CH2:42][CH2:43][c:44]3[cH:45][cH:46][c:47]([O:50][CH3:51])[cH:48][c:49]32)[n:38][c:39]1[CH2:52][CH3:53].[Cl:1][c:2]1[c:3](-[c:9]2[n:10][c:11]([CH2:28][CH3:29])[c:12]([NH:17][CH:18]3[c:19]4[c:20]([cH:21][cH:22][cH:23][cH:24]4)[CH2:25][CH:26]3[OH:27])[n:13][c:14]2[CH2:15][CH3:16])[cH:4][cH:5][c:6]([Cl:8])[cH:7]1>>[Cl:1][c:2]1[c:3](-[c:9]2[n:10][c:11]([CH2:28][CH3:29])[c:12]([NH:17][CH:40]3[CH2:41][CH2:42][CH2:43][c:44]4[cH:45][cH:46][c:47]([O:50][CH3:51])[cH:48][c:49]43)[n:13][c:14]2[CH2:15][CH3:16])[cH:4][cH:5][c:6]([Cl:8])[cH:7]1.